Task: describe an organic reaction: reactants, conditions, products, and yield. Dataset: the Open Reaction Database (ORD), a public repository of structured organic reaction records Starting materials: CCOC(=O)C(C)(C)Br, O=C([O-])[O-], CCC(C)=O, Cc1cc(C(=O)CCc2nc(-c3ccc(Cl)cc3Cl)oc2C(C)C)ccc1O, [K+], [K+]. Yields the product CCOC(=O)C(C)(C)Oc1ccc(C(=O)CCc2nc(-c3ccc(Cl)cc3Cl)oc2C(C)C)cc1C. Reaction SMILES: [Br:29][C:30]([C:31](=[O:32])[O:33][CH2:34][CH3:35])([CH3:36])[CH3:37].[C:38](=[O:39])([O-:40])[O-:41].[CH2:44]([C:45]([CH3:46])=[O:47])[CH3:48].[Cl:1][c:2]1[c:3](-[c:9]2[o:10][c:11]([CH:26]([CH3:27])[CH3:28])[c:12]([CH2:14][CH2:15][C:16](=[O:17])[c:18]3[cH:19][c:20]([CH3:25])[c:21]([OH:24])[cH:22][cH:23]3)[n:13]2)[cH:4][cH:5][c:6]([Cl:8])[cH:7]1.[K+:42].[K+:43]>>[Cl:1][c:2]1[c:3](-[c:9]2[o:10][c:11]([CH:26]([CH3:27])[CH3:28])[c:12]([CH2:14][CH2:15][C:16](=[O:17])[c:18]3[cH:19][c:20]([CH3:25])[c:21]([O:24][C:30]([C:31](=[O:32])[O:33][CH2:34][CH3:35])([CH3:36])[CH3:37])[cH:22][cH:23]3)[n:13]2)[cH:4][cH:5][c:6]([Cl:8])[cH:7]1. Starting materials: [H-].[Na+] (Sodium hydride), N1=CC(=CC=C1)C1SCC=2N1C=CC2C(=O)C2=CNC1=CC(=CC=C21)C2=CC=C(C=C2)F (3-(pyridin-3-yl)-7-[6-(4-fluorophenyl)indol-3-ylcarbonyl]-1H,3H-pyrrolo[1,2-c]thiazole), C(C=C)(=O)OC (methyl acrylate). Solvent: CN(C)C=O (DMF), [Cl-].[Na+].O (brine). Run at time 30 minute. Product: N1=CC(=CC=C1)C1SCC=2N1C=CC2C(=O)C2=CN(C1=CC(=CC=C21)C2=CC=C(C=C2)F)CCC(=O)OC (3-(Pyridin-3-yl)-7-[1-(2-carbomethoxyethyl)-6-(4-fluorophenyl)indol-3-ylcarbonyl]-1H,3H-pyrrolo[1,2-c]thiazole). The yield is 31.7%. RXN SMILES: [H-].[Na+].[N:3]1[CH:8]=[CH:7][CH:6]=[C:5]([CH:9]2[N:13]3[CH:14]=[CH:15][C:16]([C:17]([C:19]4[C:27]5[C:22](=[CH:23][C:24]([C:28]6[CH:33]=[CH:32][C:31]([F:34])=[CH:30][CH:29]=6)=[CH:25][CH:26]=5)[NH:21][CH:20]=4)=[O:18])=[C:12]3[CH2:11][S:10]2)[CH:4]=1.[C:35]([O:39][CH3:40])(=[O:38])[CH:36]=[CH2:37]>CN(C=O)C.[Cl-].[Na+].O>[N:3]1[CH:8]=[CH:7][CH:6]=[C:5]([CH:9]2[N:13]3[CH:14]=[CH:15][C:16]([C:17]([C:19]4[C:27]5[C:22](=[CH:23][C:24]([C:28]6[CH:33]=[CH:32][C:31]([F:34])=[CH:30][CH:29]=6)=[CH:25][CH:26]=5)[N:21]([CH2:37][CH2:36][C:35]([O:39][CH3:40])=[O:38])[CH:20]=4)=[O:18])=[C:12]3[CH2:11][S:10]2)[CH:4]=1 |f:0.1,5.6.7|. Procedure details: Sodium hydride (95%, 37.4 mg, 1.48 mmol) was added to a solution of 3-(pyridin-3-yl)-7-[6-(4-fluorophenyl)indol-3-ylcarbonyl]-1H,3H-pyrrolo[1,2-c]thiazole (0.50 g, 1.14 mmol), prepared according to the method of Example 28, in DMF (30 mL). The reaction mixture was stirred for 30 min. at ambient temperature, and then methyl acrylate (0.40 mL, 4.56 mmol) was added. The reaction mixture was poured into brine and extracted three times with ethyl acetate. The combined organic layers where dried over ... Starting materials: ClC=1C=C(C=C(C1OC=1SC2=C(N1)C=CC(=C2)Cl)Cl)N (3,5-Dichloro-4-(6-chloro-benzothiazol-2-yloxy)-phenylamine), BrC1=CC(=C(C=C1)S(=O)(=O)Cl)OC(F)(F)F (4-bromo-2-trifluoromethoxybenzenesulfonyl chloride). Yields the product BrC1=CC(=C(C=C1)S(=O)(=O)NC1=CC(=C(C(=C1)Cl)OC=1SC2=C(N1)C=CC(=C2)Cl)Cl)OC(F)(F)F (4-Bromo-N-[3,5-dichloro-4-(6-chloro-benzothiazol-2-yloxy)-phenyl]-2-trifluoromethoxy-benzenesulfonamide). RXN SMILES: [Cl:1][C:2]1[CH:3]=[C:4]([NH2:20])[CH:5]=[C:6]([Cl:19])[C:7]=1[O:8][C:9]1[S:10][C:11]2[CH:17]=[C:16]([Cl:18])[CH:15]=[CH:14][C:12]=2[N:13]=1.[Br:21][C:22]1[CH:27]=[CH:26][C:25]([S:28](Cl)(=[O:30])=[O:29])=[C:24]([O:32][C:33]([F:36])([F:35])[F:34])[CH:23]=1>>[Br:21][C:22]1[CH:27]=[CH:26][C:25]([S:28]([NH:20][C:4]2[CH:3]=[C:2]([Cl:1])[C:7]([O:8][C:9]3[S:10][C:11]4[CH:17]=[C:16]([Cl:18])[CH:15]=[CH:14][C:12]=4[N:13]=3)=[C:6]([Cl:19])[CH:5]=2)(=[O:30])=[O:29])=[C:24]([O:32][C:33]([F:35])([F:34])[F:36])[CH:23]=1. Reported procedure: 4-Bromo-N-[3,5-dichloro-4-(6-chloro-benzothiazol-2-yloxy)-phenyl]-2-trifluoromethoxy-benzenesulfonamide was synthesized (83%) from 3,5-dichloro-4-(6-chloro-benzothiazol-2-yloxy)-phenylamine (420) and 4-bromo-2-trifluoromethoxybenzenesulfonyl chloride (Maybridge) in a similar manner as described in Examples 70-91. The reactants are C(C1=CC=CC=C1)OC1=NN2C(C(N(CC2)C2=CC=C(C=C2)F)=O)=C1 (2-(benzyloxy)-5-(4-fluorophenyl)-6,7-dihydropyrazolo[1,5-a]pyrazin-4(5H)-one). The reagents and catalysts are [OH-].[OH-].[Pd+2] (Pd(OH)2/C). Solvent: CCOC(=O)C (AcOEt), CN(C)C=O (DMF). The product is FC1=CC=C(C=C1)N1C(C=2N(CC1)N=C(C2)O)=O (5-(4-fluorophenyl)-2-hydroxy-6,7-dihydropyrazolo[1,5-a]pyrazin-4(5H)-one). The yield is 88.2%. RXN SMILES: C([O:8][C:9]1[CH:25]=[C:12]2[C:13](=[O:24])[N:14]([C:17]3[CH:22]=[CH:21][C:20]([F:23])=[CH:19][CH:18]=3)[CH2:15][CH2:16][N:11]2[N:10]=1)C1C=CC=CC=1>CCOC(C)=O.CN(C=O)C.[OH-].[OH-].[Pd+2]>[F:23][C:20]1[CH:19]=[CH:18][C:17]([N:14]2[CH2:15][CH2:16][N:11]3[N:10]=[C:9]([OH:8])[CH:25]=[C:12]3[C:13]2=[O:24])=[CH:22][CH:21]=1 |f:3.4.5|. Procedure: A solution of 2-(benzyloxy)-5-(4-fluorophenyl)-6,7-dihydropyrazolo[1,5-a]pyrazin-4(5H)-one (0.79 g, 2.34 mmol) in a mixture of AcOEt (30 mL) and DMF (30 mL) was hydrogenated in a H-Cube reactor (1.5 ml/min, 70 mm Pd(OH)2/C cartridge, full H2 mode, 80° C., 1 cycle). The solvents were evaporated in vacuo to yield 5-(4-fluorophenyl)-2-hydroxy-6,7-dihydropyrazolo[1,5-a]pyrazin-4(5H)-one (0.51 g, 88% yield) as a white solid, that was used in the next step without further purification.